The task is: describe an organic reaction: reactants, conditions, products, and yield. This data is from the Open Reaction Database (ORD), a public repository of structured organic reaction records. Starting materials: N(=NC(=O)OCC)C(=O)OCC (diethyl azodicarboxylate), C(=O)NC1=CC=CC(=C1C(=O)C1=C(C=CC=C1)Cl)N1C(=NN=C1CC1=CC=CC=C1)CO (6-formamido-2'-chloro-2-[3-(hydroxymethyl)-5-benzyl-4H-1,2,4-triazol-4-yl]benzophenone), C1(C=2C(C(N1)=O)=CC=CC2)=O (phthalimide), C1(=CC=CC=C1)P(C1=CC=CC=C1)C1=CC=CC=C1 (triphenylphosphine). Solvent: O1CCCC1 (tetrahydrofuran). The product is C(=O)NC1=CC=CC(=C1C(=O)C1=C(C=CC=C1)Cl)N1C(=NN=C1CC1=CC=CC=C1)CN1C(C=2C(C1=O)=CC=CC2)=O (6-formamido-2'-chloro-2-[3-(phthalimidomethyl)-5-benzyl-4H-1,2,4-triazol-4-yl]benzophenone). Reaction SMILES: [CH:1]([NH:3][C:4]1[C:9]([C:10]([C:12]2[CH:17]=[CH:16][CH:15]=[CH:14][C:13]=2[Cl:18])=[O:11])=[C:8]([N:19]2[C:23]([CH2:24][C:25]3[CH:30]=[CH:29][CH:28]=[CH:27][CH:26]=3)=[N:22][N:21]=[C:20]2[CH2:31]O)[CH:7]=[CH:6][CH:5]=1)=[O:2].[C:33]1(=[O:43])[NH:37][C:36](=[O:38])[C:35]2=[CH:39][CH:40]=[CH:41][CH:42]=[C:34]12.C1(P(C2C=CC=CC=2)C2C=CC=CC=2)C=CC=CC=1.N(C(OCC)=O)=NC(OCC)=O>O1CCCC1>[CH:1]([NH:3][C:4]1[C:9]([C:10]([C:12]2[CH:17]=[CH:16][CH:15]=[CH:14][C:13]=2[Cl:18])=[O:11])=[C:8]([N:19]2[C:23]([CH2:24][C:25]3[CH:30]=[CH:29][CH:28]=[CH:27][CH:26]=3)=[N:22][N:21]=[C:20]2[CH2:31][N:37]2[C:36](=[O:38])[C:35]3=[CH:39][CH:40]=[CH:41][CH:42]=[C:34]3[C:33]2=[O:43])[CH:7]=[CH:6][CH:5]=1)=[O:2]. Reported procedure: In the manner given in Example 3, a mixture of 6-formamido-2'-chloro-2-[3-(hydroxymethyl)-5-benzyl-4H-1,2,4-triazol-4-yl]benzophenone, phthalimide and triphenylphosphine in tetrahydrofuran was treated with diethyl azodicarboxylate to give 6-formamido-2'-chloro-2-[3-(phthalimidomethyl)-5-benzyl-4H-1,2,4-triazol-4-yl]benzophenone. Starting materials: C(=O)(OC(C)(C)C)N1C(=C(C2=CC(=CC(=C12)[N+](=O)[O-])CBr)Br)C1=CC=CC=C1 (1-BOC-3-bromo-5-bromomethyl-7-nitro-2-phenyl-indole), N1CCOCC1 (morpholine). The product is BrC1=C(NC2=C(C=C(C=C12)CN1CCOCC1)[N+](=O)[O-])C1=CC=CC=C1 (4-[(3-Bromo-7-nitro-2-phenyl-1H-indol-5-yl)methyl]-morpholine). As a reaction SMILES: C([N:8]1[C:16]2[C:11](=[CH:12][C:13]([CH2:20]Br)=[CH:14][C:15]=2[N+:17]([O-:19])=[O:18])[C:10]([Br:22])=[C:9]1[C:23]1[CH:28]=[CH:27][CH:26]=[CH:25][CH:24]=1)(OC(C)(C)C)=O.[NH:29]1[CH2:34][CH2:33][O:32][CH2:31][CH2:30]1>>[Br:22][C:10]1[C:11]2[C:16](=[C:15]([N+:17]([O-:19])=[O:18])[CH:14]=[C:13]([CH2:20][N:29]3[CH2:34][CH2:33][O:32][CH2:31][CH2:30]3)[CH:12]=2)[NH:8][C:9]=1[C:23]1[CH:24]=[CH:25][CH:26]=[CH:27][CH:28]=1. Reported procedure: 1-BOC-3-bromo-5-bromomethyl-7-nitro-2-phenyl-indole prepared in Step B of Preparation 47 and morpholine were reacted according to the same procedures as Steps C and D of Preparation 47 to give the title compound. Starting materials: BrC=1C=C(N2N=C(N=CC21)SC)C2=CC=C(C=C2)S(=O)(=O)C (5-Bromo-7-(4-methanesulfonyl-phenyl)-2-methylsulfanyl-pyrrolo[2,1-f][1,2,4]triazine), C(Cl)Cl (Methylene chloride), C1=CC(=CC(=C1)Cl)C(=O)OO (m-CPBA). Reaction conditions: time 2 hour. The product is BrC=1C=C(N2N=C(N=CC21)S(=O)C)C2=CC=C(C=C2)S(=O)(=O)C (5-Bromo-2-methanesulfinyl-7-(4-methanesulfonyl-phenyl)-pyrrolo[2,1-f][1,2,4]triazine). Isolated yield 96.3%. As a reaction SMILES: [Br:1][C:2]1[CH:3]=[C:4]([C:13]2[CH:18]=[CH:17][C:16]([S:19]([CH3:22])(=[O:21])=[O:20])=[CH:15][CH:14]=2)[N:5]2[C:10]=1[CH:9]=[N:8][C:7]([S:11][CH3:12])=[N:6]2.C(Cl)Cl.C1C=C(Cl)C=C(C(OO)=[O:34])C=1>>[Br:1][C:2]1[CH:3]=[C:4]([C:13]2[CH:14]=[CH:15][C:16]([S:19]([CH3:22])(=[O:20])=[O:21])=[CH:17][CH:18]=2)[N:5]2[C:10]=1[CH:9]=[N:8][C:7]([S:11]([CH3:12])=[O:34])=[N:6]2. Reported procedure: Into a 30 mL vial, 5-Bromo-7-(4-methanesulfonyl-phenyl)-2-methylsulfanyl-pyrrolo[2,1-f][1,2,4]triazine (0.140 g, 0.000351 mol) and Methylene chloride (4 mL, 0.07 mol). m-CPBA 70-75% (70:30, m-Chloroperbenzoic acid:3-Chlorobenzoic acid, 0.0910 g, 0.000369 mol) was added portion wise over 10 minutes. The reaction was stirred at room temperature for 2 hours. HPLC suggested no starting material. The reaction was partitioned with DCM and NaHCO3. The organic was separated, washed with water, subsequen... The reactants are CNC(=O)c1ccc(CCl)cc1, O=C(c1ccc(O)cc1)N1CCCC1CN1CCCC1. Product: CNC(=O)c1ccc(COc2ccc(C(=O)N3CCCC3CN3CCCC3)cc2)cc1. As a reaction SMILES: [Cl:21][CH2:22][c:23]1[cH:24][cH:25][c:26]([C:27](=[O:28])[NH:29][CH3:30])[cH:31][cH:32]1.[OH:1][c:2]1[cH:3][cH:4][c:5]([C:8](=[O:9])[N:10]2[CH:11]([CH2:15][N:16]3[CH2:17][CH2:18][CH2:19][CH2:20]3)[CH2:12][CH2:13][CH2:14]2)[cH:6][cH:7]1>>[O:1]([c:2]1[cH:3][cH:4][c:5]([C:8](=[O:9])[N:10]2[CH:11]([CH2:15][N:16]3[CH2:17][CH2:18][CH2:19][CH2:20]3)[CH2:12][CH2:13][CH2:14]2)[cH:6][cH:7]1)[CH2:22][c:23]1[cH:24][cH:25][c:26]([C:27](=[O:28])[NH:29][CH3:30])[cH:31][cH:32]1.